From a dataset of the Open Reaction Database (ORD), a public repository of structured organic reaction records. describe an organic reaction: reactants, conditions, products, and yield Starting materials: C(C)(C)(C)OC(=O)NNC(=O)C1(CC1)C1=CC=C(C=C1)B1OC(C(O1)(C)C)(C)C (Tert-butyl2-({1-[4-(4,4,5,5-tetramethyl-1,3,2-dioxaborolan-2-yl)phenyl]cyclopropyl}carbonyl)hydrazinecarboxylate), ClC1=NC=C(C=C1)C#N (2-chloro-5-cyanopyridine), C([O-])([O-])=O.[K+].[K+] (potassium carbonate). Reagents/catalysts: C=1C=CC(=CC1)[P](C=2C=CC=CC2)(C=3C=CC=CC3)[Pd]([P](C=4C=CC=CC4)(C=5C=CC=CC5)C=6C=CC=CC6)([P](C=7C=CC=CC7)(C=8C=CC=CC8)C=9C=CC=CC9)[P](C=1C=CC=CC1)(C=1C=CC=CC1)C=1C=CC=CC1 (tetrakis(triphenylphosphine)palladium). The solvent is COCCOC (1,2-dimethoxyethane), O (water). Run at time 14 hour. Yields the product C(#N)C=1C=CC(=NC1)C1=CC=C(C=C1)C1(CC1)C(=O)NNC(=O)OC(C)(C)C (Tert-butyl 2-({1-[4-(5-cyanopyridin-2-yl)phenyl]cyclopropyl}carbonyl)hydrazinecarboxylate). The yield is 25.6%. Reaction SMILES: [C:1]([O:5][C:6]([NH:8][NH:9][C:10]([C:12]1([C:15]2[CH:20]=[CH:19][C:18](B3OC(C)(C)C(C)(C)O3)=[CH:17][CH:16]=2)[CH2:14][CH2:13]1)=[O:11])=[O:7])([CH3:4])([CH3:3])[CH3:2].Cl[C:31]1[CH:36]=[CH:35][C:34]([C:37]#[N:38])=[CH:33][N:32]=1.C(=O)([O-])[O-].[K+].[K+]>COCCOC.O.C1C=CC([P]([Pd]([P](C2C=CC=CC=2)(C2C=CC=CC=2)C2C=CC=CC=2)([P](C2C=CC=CC=2)(C2C=CC=CC=2)C2C=CC=CC=2)[P](C2C=CC=CC=2)(C2C=CC=CC=2)C2C=CC=CC=2)(C2C=CC=CC=2)C2C=CC=CC=2)=CC=1>[C:37]([C:34]1[CH:35]=[CH:36][C:31]([C:18]2[CH:19]=[CH:20][C:15]([C:12]3([C:10]([NH:9][NH:8][C:6]([O:5][C:1]([CH3:4])([CH3:2])[CH3:3])=[O:7])=[O:11])[CH2:14][CH2:13]3)=[CH:16][CH:17]=2)=[N:32][CH:33]=1)#[N:38] |f:2.3.4,^1:55,57,76,95|. Reported procedure: A mixed solution of the compound (100 g, 249 mmol) obtained in Example 60-1), 2-chloro-5-cyanopyridine (44.8 g, 323 mmol), potassium carbonate (68.7 g, 497 mmol), and tetrakis(triphenylphosphine)palladium (14.4 g, 12.4 mmol) in 1,2-dimethoxyethane (800 mL) and water (200 mL) was stirred at 100° C. for 8 h, then at 80° C. for 14 h, and further at 100° C. for 5 h. The reaction mixture was cooled to room temperature, insoluble substances were filtered off, dichloromethane was added to the filtrate,... Starting materials: C1CNC[C@H]2CCC3=C([C@H]12)C=CC=C3 (trans-1,2,3,4,4a,5,6,10b-octahydrobenz[f]isoquinoline), C([O-])([O-])=O.[K+].[K+] (potassium carbonate), C(C1=CC=CC=C1)Br (benzyl bromide). Run in CN(C)C=O (DMF). Product: C(C1=CC=CC=C1)N1C[C@H]2CCC3=C([C@@H]2CC1)C=CC=C3 (trans-3-Benzyl-1,2,3,4,4a,5,6,10b-octahydrobenz[f]isoquinoline). Isolated yield 53.9%. Reaction SMILES: [CH2:1]1[C@@H:10]2[C@H:5]([CH2:6][CH2:7][C:8]3[CH:14]=[CH:13][CH:12]=[CH:11][C:9]=32)[CH2:4][NH:3][CH2:2]1.C(=O)([O-])[O-].[K+].[K+].[CH2:21](Br)[C:22]1[CH:27]=[CH:26][CH:25]=[CH:24][CH:23]=1>CN(C=O)C>[CH2:21]([N:3]1[CH2:2][CH2:1][C@@H:10]2[C@H:5]([CH2:6][CH2:7][C:8]3[CH:14]=[CH:13][CH:12]=[CH:11][C:9]=32)[CH2:4]1)[C:22]1[CH:27]=[CH:26][CH:25]=[CH:24][CH:23]=1 |f:1.2.3|. Procedure: Following the procedure of Example 3, step 4, 40.0 mg (0.214 mmol) of trans-1,2,3,4,4a,5,6,10b-octahydrobenz[f]isoquinoline in anhydrous DMF (2 ml) was reacted with 32.5 mg (0.235 mmol) of anhydrous potassium carbonate and 25.4 ml (0.214 mmol) of benzyl bromide. Chromatography on flash silica, eluting with 10-15% ethyl acetate/petroleum ether, gave 32.0 mg (54%) of the title product as a white solid. The hydrochloride salt was made using ethereal hydrogen chloride. Upon evaporation of the solven... Starting materials: glycerin ketal, CC1(OCC(O1)CO)C (2,2-dimethyl-4-hydroxymethyl-1,3-dioxolane), [OH-].[Na+] (sodium hydroxide). Reagents/catalysts: [Ni] (nickel), [Pd] (palladium). Run in O (water). Conditions: time 2 hour. The product is CC1(OCC(O1)C(=O)O)C (2,2-dimethyl-1,3-dioxolane-4-carboxylic acid). The yield is 86.0%. As a reaction SMILES: [CH3:1][C:2]1([CH3:9])[O:6][CH:5]([CH2:7][OH:8])[CH2:4][O:3]1.[OH-:10].[Na+]>O.[Ni].[Pd]>[CH3:1][C:2]1([CH3:9])[O:6][CH:5]([C:7]([OH:10])=[O:8])[CH2:4][O:3]1 |f:1.2|. Procedure: 40.7 g (308 mmoles) of a glycerin ketal mixture containing 97.5% by weight of 2,2-dimethyl-4-hydroxymethyl-1,3-dioxolane and 12.2 g (305 mmoles) of sodium hydroxide were dissolved in 366 ml of water. After transferring the mixture to a nickel shaker-type autoclave, the solution was heated to about 80° C. under a pressure of 25 bar in the presence of 4 g of an activated carbon containing 5% by weight of palladium with agitation for about 2 hours. The pressure in the autoclave rose briefly to 30 b... Starting materials: C(C)OC(=O)C=1C(C=2C=C3C(=NC2N(C1)C)C(=C(C(=C3)F)N3CC(NCC3)C)F)=O ((RS)-3-ethoxycarbonyl-7,9-difluoro-1-methyl-8-(3-methyl-1-piperazinyl)-4-oxo-1,4-dihydro-benzo[b][1,8]naphthyridine), [OH-].[K+] (potassium hydroxide), aqueous solution, C(C)(=O)O (acetic acid). Solvent: C(C)O (ethanol). Yields the product FC1=CC=2C(=NC=3N(C=C(C(C3C2)=O)C(=O)O)C)C(=C1N1CC(NCC1)C)F ((RS)-7,9-difluoro-1-methyl-8-(3-methyl-1-piperazinyl)-4-oxo-1,4-dihydro-benzo[b][1,8]naphthyridine-3-carboxylic acid). Isolated yield 64.3%. As a reaction SMILES: C([O:3][C:4]([C:6]1[C:7](=[O:30])[C:8]2[CH:9]=[C:10]3[CH:20]=[C:19]([F:21])[C:18]([N:22]4[CH2:27][CH2:26][NH:25][CH:24]([CH3:28])[CH2:23]4)=[C:17]([F:29])[C:11]3=[N:12][C:13]=2[N:14]([CH3:16])[CH:15]=1)=[O:5])C.[OH-].[K+].C(O)(=O)C>C(O)C>[F:21][C:19]1[C:18]([N:22]2[CH2:27][CH2:26][NH:25][CH:24]([CH3:28])[CH2:23]2)=[C:17]([F:29])[C:11]2=[N:12][C:13]3[N:14]([CH3:16])[CH:15]=[C:6]([C:4]([OH:5])=[O:3])[C:7](=[O:30])[C:8]=3[CH:9]=[C:10]2[CH:20]=1 |f:1.2|. Reported procedure: A suspension of 1.5 g of (RS)-3-ethoxycarbonyl-7,9-difluoro-1-methyl-8-(3-methyl-1-piperazinyl)-4-oxo-1,4-dihydro-benzo[b][1,8]naphthyridine in 20 cm3 of ethanol and 20 cm3 of N aqueous potassium hydroxide solution is heated at a temperature close to 75° C. for 1 hour and a half. 12 g of a 10% aqueous solution of acetic acid is added to the solution obtained, at this latter temperature. The insoluble matter obtained is drained at about 75° C. and washed 3 times with 30 cm3 of water at about 20° ... The reactants are C(=O)OCC (ethyl formate), C(#N)CC(=O)OC (methyl cyanoacetate), [Na] (Sodium). Run in CO (methanol). Yields the product [Na].COC(C(C#N)=CO)=O (Methyl-hydroxymethylene-cyanoacetate Sodium Salt). The yield is 61.2%. Reaction SMILES: [Na:1].[CH:2](OCC)=[O:3].[C:7]([CH2:9][C:10]([O:12][CH3:13])=[O:11])#[N:8]>CO>[Na:1].[CH3:13][O:12][C:10](=[O:11])[C:9](=[CH:2][OH:3])[C:7]#[N:8] |f:4.5,^1:0,15|. Procedure details: Sodium metal (11.8 g, 0.511 mol) was dissolved in 450 mL of methanol and to this warm solution was added a solution of ethyl formate (104 g, 1.41 mol) and methyl cyanoacetate (43.8 g, 0.440 mol) over two minutes. A small amount of precipitate formed during the addition. The reaction mixture was heated to reflux and maintained there for 1.5 hours. The thick white suspension was allowed to cool to 20° C.-25° C. and the precipitate was filtered, washed with diethylether, and dried in vacuo at 45° C... The reactants are O1CCCC1 (tetrahydrofuran), ClC1=CC(=C(C=C1OC(C)C)NC(CC(CCCl)C(F)(F)F)=O)F (N-(4'-chloro-2'-fluoro-5'-isopropyloxyphenyl )-5-chloro-3-(trifluoromethyl)pentanamide), [OH-].[Na+] (NaOH). Run in O (water). Run at temperature 50 celsius, time 6 hour. The product is ClC1=CC(=C(C=C1OC(C)C)N1C(CC(CC1)C(F)(F)F)=O)F (N-(4'-chloro-2'-fluoro-5'-isopropyloxyphenyl)-4-(trifluoromethyl)-2-piperidone). The yield is 63.6%. As a reaction SMILES: O1CCCC1.[Cl:6][C:7]1[C:12]([O:13][CH:14]([CH3:16])[CH3:15])=[CH:11][C:10]([NH:17][C:18](=[O:28])[CH2:19][CH:20]([C:24]([F:27])([F:26])[F:25])[CH2:21][CH2:22]Cl)=[C:9]([F:29])[CH:8]=1.[OH-].[Na+]>O>[Cl:6][C:7]1[C:12]([O:13][CH:14]([CH3:16])[CH3:15])=[CH:11][C:10]([N:17]2[CH2:22][CH2:21][CH:20]([C:24]([F:27])([F:26])[F:25])[CH2:19][C:18]2=[O:28])=[C:9]([F:29])[CH:8]=1 |f:2.3|. Procedure details: To a tetrahydrofuran (16 ml) solution of 1.4 g (3.6 mmol) of N-(4'-chloro-2'-fluoro-5'-isopropyloxyphenyl )-5-chloro-3-(trifluoromethyl)pentanamide were added 16 ml water and 2 ml 50% NaOH (aq). The mixture was heated to 50° C. while stirring vigorously. After 6 hours the reaction was allowed to cool to room temperature, stirring was stopped and the aqueous layer was removed. The organic layer was evaporated in vacuo, then the residue was taken up in ether (50 ml), washed with water (2×50 ml) an... The reactants are C1(CC1)[Mg]Br (cyclopropylmagnesium bromide), C(C1=CC=CC=C1)(C1=CC=CC=C1)N1CC(C1)=O (1-benzhydryl-azetidin-3-one), C(=O)(O)[O-].[Na+] (NaHCO3). Solvent: C1CCOC1 (THF), C1CCOC1 (THF). Run at temperature -78 celsius, time 2 hour. The product is C(C1=CC=CC=C1)(C1=CC=CC=C1)N1CC(C1)(O)C1CC1 (1-benzhydryl-3-cyclopropylazetidin-3-ol). Yield: 27.0%. Reaction SMILES: [CH:1]1([Mg]Br)[CH2:3][CH2:2]1.[CH:6]([N:19]1[CH2:22][C:21](=[O:23])[CH2:20]1)([C:13]1[CH:18]=[CH:17][CH:16]=[CH:15][CH:14]=1)[C:7]1[CH:12]=[CH:11][CH:10]=[CH:9][CH:8]=1.C([O-])(O)=O.[Na+]>C1COCC1>[CH:6]([N:19]1[CH2:22][C:21]([CH:1]2[CH2:3][CH2:2]2)([OH:23])[CH2:20]1)([C:13]1[CH:18]=[CH:17][CH:16]=[CH:15][CH:14]=1)[C:7]1[CH:8]=[CH:9][CH:10]=[CH:11][CH:12]=1 |f:2.3|. Procedure: To a 0.5 M cyclopropylmagnesium bromide in THF (4.72 mL, 2.36 mmol), 1-benzhydryl-azetidin-3-one (200 mg, 0.843 mmol) in THF (3 mL) was added dropwise at −78° C. The reaction mixture was stirred at −78° C. for 2 hr. Then it was added saturated NaHCO3 solution and extracted with ether (3×20 mL). The organic layers were combined, dried (MgSO4) and concentrated to give a light yellow oil. The crude product was purified by Prep. HPLC column using CH3CN—H2O-ammonium acetate solvent system. Fractions ... Reactants: OCC1=NC(=NO1)C=1C=CC(=C(C1)NC(OC(C)(C)C)=O)C (tert-butyl (5-(5-(hydroxymethyl)-1,2,4-oxadiazol-3-yl)-2-methylphenyl)carbamate), C(=O)([O-])[O-].[K+].[K+] (K2CO3), CCN(C(C)C)C(C)C (DIEA), CS(=O)(=O)Cl (MsCl), FC1(C(CC1(F)F)O)F (2,2,3,3-tetrafluorocyclobutanol). Run in O (water), ClCCl (dichloromethane), ClCCl (dichloromethane). Run at temperature 90 celsius, time 10 minute. Yields the product CC1=C(N)C=C(C=C1)C1=NOC(=N1)COC1C(C(C1)(F)F)(F)F (2-methyl-5-(5-((2,2,3,3-tetrafluorocyclobutoxy)methyl)-1,2,4-oxadiazol-3-yl)aniline). Reaction SMILES: [OH:1][CH2:2][C:3]1[O:7][N:6]=[C:5]([C:8]2[CH:9]=[CH:10][C:11]([CH3:22])=[C:12]([NH:14]C(=O)OC(C)(C)C)[CH:13]=2)[N:4]=1.CCN(C(C)C)C(C)C.CS(Cl)(=O)=O.C([O-])([O-])=O.[K+].[K+].[F:43][C:44]1([F:51])[C:47]([F:49])([F:48])[CH2:46][CH:45]1O>ClCCl.O>[CH3:22][C:11]1[CH:10]=[CH:9][C:8]([C:5]2[N:4]=[C:3]([CH2:2][O:1][CH:46]3[CH2:45][C:44]([F:51])([F:43])[C:47]3([F:49])[F:48])[O:7][N:6]=2)=[CH:13][C:12]=1[NH2:14] |f:3.4.5|. Procedure: Tert-butyl (5-(5-(hydroxymethyl)-1,2,4-oxadiazol-3-yl)-2-methylphenyl)carbamate (137) (0.35 g, 1.15 mmol) was dissovled in dichloromethane (5 mL) and followed by addition of DIEA (0.6 mL, 3.45 mmol) and MsCl (197 mg, 1.72 mmol). The reaction was stirred for 10 minutes. The mixture was diluted with dichloromethane (10 mL) and washed with water. The organic layers were combined, dried over Na2SO4, filtered and concentrated to give a residue which was dissolved in 2,2,3,3-tetrafluorocyclobutanol (2... Reactants: C(C)(C)(C)OC(=O)N1C[C@H]([C@@H](C1)CN(C(C1=CC(=C(C=C1)OC)OCCCOC)=O)C(C)C)CN(C(=O)OCC(C)(C)C(=O)OC)C1CC1 ((3S*,4R*)-3-{[cyclopropyl-(2-methoxycarbonyl-2-methyl-propoxycarbonyl)-amino]-methyl}-4-({isopropyl-[4-methoxy-3-(3-methoxy-propoxy)-benzoyl]-amino}-methyl)-pyrrolidine-1-carboxylic acid tert-butyl ester), O[Li].O (LiOH•H2O). Solvent: O (H2O), C1CCOC1 (THF). Run at time 3 day. The product is C(C)(C)(C)OC(=O)N1C[C@H]([C@@H](C1)CN(C(C1=CC(=C(C=C1)OC)OCCCOC)=O)C(C)C)CN(C1CC1)C(=O)OCC(C)(C)C(=O)O ((3S*,4R*)-3-{[(2-Carboxy-2-methyl-propoxycarbonyl)-cyclopropyl-amino]-methyl}-4-({isopropyl-[4-methoxy-3-(3-methoxy-propoxy)-benzoyl]-amino}-methyl)-pyrrolidine-1-carboxylic acid tert-butyl ester). As a reaction SMILES: [C:1]([O:5][C:6]([N:8]1[CH2:12][C@@H:11]([CH2:13][N:14]([CH:31]([CH3:33])[CH3:32])[C:15](=[O:30])[C:16]2[CH:21]=[CH:20][C:19]([O:22][CH3:23])=[C:18]([O:24][CH2:25][CH2:26][CH2:27][O:28][CH3:29])[CH:17]=2)[C@H:10]([CH2:34][N:35]([CH:47]2[CH2:49][CH2:48]2)[C:36]([O:38][CH2:39][C:40]([C:43]([O:45]C)=[O:44])([CH3:42])[CH3:41])=[O:37])[CH2:9]1)=[O:7])([CH3:4])([CH3:3])[CH3:2].O[Li].O>O.C1COCC1>[C:1]([O:5][C:6]([N:8]1[CH2:12][C@@H:11]([CH2:13][N:14]([CH:31]([CH3:32])[CH3:33])[C:15](=[O:30])[C:16]2[CH:21]=[CH:20][C:19]([O:22][CH3:23])=[C:18]([O:24][CH2:25][CH2:26][CH2:27][O:28][CH3:29])[CH:17]=2)[C@H:10]([CH2:34][N:35]([C:36]([O:38][CH2:39][C:40]([C:43]([OH:45])=[O:44])([CH3:42])[CH3:41])=[O:37])[CH:47]2[CH2:48][CH2:49]2)[CH2:9]1)=[O:7])([CH3:2])([CH3:4])[CH3:3] |f:1.2|. Procedure details: A mixture of (3S*,4R*)-3-{[cyclopropyl-(2-methoxycarbonyl-2-methyl-propoxycarbonyl)-amino]-methyl}-4-({isopropyl-[4-methoxy-3-(3-methoxy-propoxy)-benzoyl]-amino}-methyl)-pyrrolidine-1-carboxylic acid tert-butyl ester (290 mg, 0.42 mmol) and LiOH•H2O (44 mg, 1.05 mmol) in H2O (2 mL) and THF (6 mL) is stirred at RT for 3 d. After evaporation of the solvent 1N HCl is added and the mixture is extracted with ethyl acetate. Drying (Na2SO4) of the combined extracts, filtration and evaporation of the so...